This data is from the Open Reaction Database (ORD), a public repository of structured organic reaction records. The task is: describe an organic reaction: reactants, conditions, products, and yield Reactants: C([O-])(O)=O.[Na+] (sodium bicarbonate), N1(N=CN=C1)CC1(OC1)C1=C(C=C(C=C1)Cl)Cl (2-(1H-1,2,4-Triazol-1-ylmethyl)-2-(2,4-dichlorophenyl)oxirane), Cl (hydrochloric acid), [O-]CC.[Na+] (sodium ethoxide), C([O-])(O)=O.[Na+] (sodium bicarbonate), S1C(=CC=C1)CC(=O)O (thiolacetic acid). The solvent is C(C)(=O)OCC (ethyl acetate), C(C)O (ethanol), C(C)O (ethanol). The product is ClC1=C(C=CC(=C1)Cl)C(CN1N=CN=C1)(CS)O (2-(2,4-Dichlorophenyl)-3-mercapto-1-(1H-1,2,4-triazol-1-yl)propan-2-ol). As a reaction SMILES: [N:1]1([CH2:6][C:7]2([C:10]3[CH:15]=[CH:14][C:13]([Cl:16])=[CH:12][C:11]=3[Cl:17])[CH2:9][O:8]2)[CH:5]=[N:4][CH:3]=[N:2]1.C(=O)(O)[O-].[Na+].[O-]CC.[Na+].Cl.[S:28]1C=CC=C1CC(O)=O>C(O)C.C(OCC)(=O)C>[Cl:17][C:11]1[CH:12]=[C:13]([Cl:16])[CH:14]=[CH:15][C:10]=1[C:7]([OH:8])([CH2:9][SH:28])[CH2:6][N:1]1[CH:5]=[N:4][CH:3]=[N:2]1 |f:1.2,3.4|. Procedure: 2-(1H-1,2,4-Triazol-1-ylmethyl)-2-(2,4-dichlorophenyl)oxirane 5 g (0.185M) was heated under mild reflux in thiolacetic acid (CH3COSH) (5 ml) for three hours. The mixture was then cooled and added to a mixture of ice-cooled saturated sodium bicarbonate solution (200 ml) and ethyl acetate (200 ml) and the aqueous layer was separated. The organic layer was washed a further four times with ice cooled saturated sodium bicarbonate solution (200 ml in total), dried (MgSO4) and evaporated to give a red ... Reactants: ClC=1C(=NC=C(C1Cl)C)CO (3,4 -dichloro-5 -methyl-2 -hydroxymethylpyridine), CNC (dimethylamine). Run in C(C)O (ethanol). Run at temperature 2000 celsius. The product is CN(C1=C(C(=NC=C1C)CO)Cl)C (4 -dimethylamino-3 -chloro-5 -methyl-2 -hydroxymethylpyridine). Reaction SMILES: [Cl:1][C:2]1[C:3]([CH2:10][OH:11])=[N:4][CH:5]=[C:6]([CH3:9])[C:7]=1Cl.[CH3:12][NH:13][CH3:14]>C(O)C>[CH3:12][N:13]([CH3:14])[C:7]1[C:6]([CH3:9])=[CH:5][N:4]=[C:3]([CH2:10][OH:11])[C:2]=1[Cl:1]. Reported procedure: 3,4 -dichloro-5 -methyl-2 -hydroxymethylpyridine (4 g) was dissolved in 33 % dimethylamine in ethanol (11 ml), placed in a sealed vessel and heated to 2000° C. for 4 hours. On cooling, the reaction mixture was evaporated under reduced presure and the residue dissolved in water (15 ml) and ether extracted. Etherial extracts were dried (K2CO3 ), filtered and stripped to yield 4 -dimethylamino-3 -chloro-5 -methyl-2 -hydroxymethylpyridine, 4.08 g as an oil. Reactants: Cl.COC(=O)[C@H]1NCC[C@@H]1O ((2S,3S)-3-Hydroxy-2-pyrrolidinecarboxylic acid methyl ester hydrochloride salt), ClC1=C(C#N)C=CC(=C1C)N=C=O (2-Chloro-4-isocyanato-3-methylbenzonitrile). Yields the product ClC1=C(C#N)C=CC(=C1C)N1C(N2[C@@H](C1=O)[C@H](CC2)O)=O ((7S,7aR)-2-Chloro-4-(7-hydroxy-1,3-dioxotetrahydropyrrolo[1,2-c]imidazol-2-yl)-3-methylbenzonitrile). RXN SMILES: Cl.CO[C:4]([C@@H:6]1[C@@H:10]([OH:11])[CH2:9][CH2:8][NH:7]1)=[O:5].[Cl:12][C:13]1[C:20]([CH3:21])=[C:19]([N:22]=[C:23]=[O:24])[CH:18]=[CH:17][C:14]=1[C:15]#[N:16]>>[Cl:12][C:13]1[C:20]([CH3:21])=[C:19]([N:22]2[C:4](=[O:5])[C@H:6]3[C@@H:10]([OH:11])[CH2:9][CH2:8][N:7]3[C:23]2=[O:24])[CH:18]=[CH:17][C:14]=1[C:15]#[N:16] |f:0.1|. Procedure details: The title compound was prepared from compound 1A and compound 23E in a manner similar to that described in Example 19. mp 237-238° C.; HPLC: 100% at 2.11 and 2.36 min (retention time) (Conditions: Phenomenex Luna C18 (4.6×50 mm); Eluted with 0% to 100% B, 4 min gradient (A=90% H2O-10% MeOH-0.1% H3PO4 and B=10% H2O-90% MeOH-0.1% H3PO4); Flow rate at 4 mL/min. UV detection at 220 nm). Chiral HPLC: retention time=15.9 min (100%); Conditions: OD (4.6×250 mm); Eluted with 20% isopropanol in hexane fo... Reactants: Cc1ccccc1, O=C1CCCC1, NC1(CO)CCCC1. Yields the product C1CCC2(C1)COC1(CCCC1)N2. RXN SMILES: [CH3:15][c:16]1[cH:17][cH:18][cH:19][cH:20][cH:21]1.[O:9]=[C:10]1[CH2:11][CH2:12][CH2:13][CH2:14]1.[OH:1][CH2:2][C:3]1([NH2:8])[CH2:4][CH2:5][CH2:6][CH2:7]1>>[O:1]1[CH2:2][C:3]2([CH2:4][CH2:5][CH2:6][CH2:7]2)[NH:8][C:10]12[CH2:11][CH2:12][CH2:13][CH2:14]2. Reactants: CC=1C(=NC=CC1)CNC(OC(C)(C)C)=O (tert-Butyl ((3-methylpyridin-2-yl)methyl)carbamate), C(C1=CC=CC=C1)Br (benzyl bromide). The solvent is C(C)#N (acetonitrile). Yields the product [Br-].C(C1=CC=CC=C1)[N+]1=C(C(=CC=C1)C)CNC(=O)OC(C)(C)C (1-Benzyl-2-(((tert-Butoxycarbonyl)amino)methyl)-3-methylpyridin-1-ium bromide). RXN SMILES: [CH3:1][C:2]1[C:3]([CH2:8][NH:9][C:10](=[O:16])[O:11][C:12]([CH3:15])([CH3:14])[CH3:13])=[N:4][CH:5]=[CH:6][CH:7]=1.[CH2:17]([Br:24])[C:18]1[CH:23]=[CH:22][CH:21]=[CH:20][CH:19]=1>C(#N)C>[Br-:24].[CH2:17]([N+:4]1[CH:5]=[CH:6][CH:7]=[C:2]([CH3:1])[C:3]=1[CH2:8][NH:9][C:10]([O:11][C:12]([CH3:13])([CH3:15])[CH3:14])=[O:16])[C:18]1[CH:23]=[CH:22][CH:21]=[CH:20][CH:19]=1 |f:3.4|. Procedure: tert-Butyl ((3-methylpyridin-2-yl)methyl)carbamate (4.5 g) and benzyl bromide (2 eq) in 80 ml of acetonitrile was heated in a sealed tube at reflux overnight and then concentrated in vacuo to give the title compound and was used without further purification. MS (ESI) 313 (M+H) The reactants are CCc1cc(C(C)=O)ccc1O[Si](C)(C)C(C)(C)C, [Li]CCCC, C1CCOC1, C[Si](C)(C)N[Si](C)(C)C, O=C(n1ccnc1)C(F)(F)F. The product is CCc1cc(C(=O)CC(=O)C(F)(F)F)ccc1O[Si](C)(C)C(C)(C)C. RXN SMILES: [C:15]([CH3:16])([CH3:17])([CH3:18])[Si:19]([O:20][c:21]1[c:22]([CH2:30][CH3:31])[cH:23][c:24]([C:27]([CH3:28])=[O:29])[cH:25][cH:26]1)([CH3:32])[CH3:33].[CH2:10]([Li:11])[CH2:12][CH2:13][CH3:14].[CH2:45]1[O:46][CH2:47][CH2:48][CH2:49]1.[CH3:1][Si:2]([CH3:3])([CH3:4])[NH:5][Si:6]([CH3:7])([CH3:8])[CH3:9].[F:34][C:35]([C:36](=[O:37])[n:38]1[cH:39][cH:40][n:41][cH:42]1)([F:43])[F:44]>>[C:15]([CH3:16])([CH3:17])([CH3:18])[Si:19]([O:20][c:21]1[c:22]([CH2:30][CH3:31])[cH:23][c:24]([C:27]([CH2:28][C:36]([C:35]([F:34])([F:43])[F:44])=[O:37])=[O:29])[cH:25][cH:26]1)([CH3:32])[CH3:33]. Reactants: [Al+3], [BH4-], C1CCOC1, Cc1ccccc1, [Ce+3], [Cl-], [Cl-], [Cl-], O=[PH](c1ccc(F)cc1)c1ccc(F)cc1, [H-], [H-], [H-], [H-], [Li+], [Na+], O. The product is B, Fc1ccc(Pc2ccc(F)cc2)cc1. As a reaction SMILES: [Al+3:24].[BH4-:5].[CH2:29]1[O:30][CH2:31][CH2:32][CH2:33]1.[CH3:34][c:35]1[cH:36][cH:37][cH:38][cH:39][cH:40]1.[Ce+3:2].[Cl-:1].[Cl-:3].[Cl-:4].[F:7][c:8]1[cH:9][cH:10][c:11]([PH:14]([c:15]2[cH:16][cH:17][c:18]([F:21])[cH:19][cH:20]2)=[O:22])[cH:12][cH:13]1.[H-:23].[H-:26].[H-:27].[H-:28].[Li+:25].[Na+:6].[OH2:41]>>[BH3:5].[F:7][c:8]1[cH:9][cH:10][c:11]([PH:14][c:15]2[cH:16][cH:17][c:18]([F:21])[cH:19][cH:20]2)[cH:12][cH:13]1. Solvent: C(C)(=O)OCC (ethyl acetate), CN(C(C)=O)C (N,N-dimethylacetamide). As a reaction SMILES: [CH:1]1([C:4]2[O:8][N:7]=[C:6]([C:9]3[CH:14]=[CH:13][CH:12]=[CH:11][C:10]=3[O:15][CH:16]([F:18])[F:17])[C:5]=2[CH2:19][O:20][CH:21]2[CH2:27][CH:26]3[N:28]([C:29]4[CH:36]=[CH:35][C:32]([C:33]#[N:34])=[CH:31][C:30]=4[F:37])[CH:23]([CH2:24][CH2:25]3)[CH2:22]2)[CH2:3][CH2:2]1.[N-:38]=[N+:39]=[N-:40].[Na+].[Cl-].[NH4+]>CN(C)C(=O)C.C(OCC)(=O)C>[CH:1]1([C:4]2[O:8][N:7]=[C:6]([C:9]3[CH:14]=[CH:13][CH:12]=[CH:11][C:10]=3[O:15][CH:16]([F:17])[F:18])[C:5]=2[CH2:19][O:20][CH:21]2[CH2:22][CH:23]3[N:28]([C:29]4[CH:36]=[CH:35][C:32]([C:33]5[N:38]=[N:39][NH:40][N:34]=5)=[CH:31][C:30]=4[F:37])[CH:26]([CH2:25][CH2:24]3)[CH2:27]2)[CH2:3][CH2:2]1 |f:1.2,3.4|. Procedure: 4-(3-((5-cyclopropyl-3-(2-(difluoromethoxy)phenyl)isoxazol-4-yl)methoxy)-8-azabicyclo[3.2.1]octan-8-yl)-3-fluorobenzonitrile (70 mg, 0.14 mmol) was dissolved in N,N-dimethylacetamide (2 ml), sodium azide (91 mg, 10 eq, 1.40 mmol) and ammonium chloride (75 mg, 10 eq, 1.40 mmol) were added, and the mixture was stirred at 120° C. overnight. Upon cooling to room temperature, the reaction mixture was diluted with ethyl acetate (30 mL) and washed with brine (2×20 mL). The combined organics were separa... Run at temperature 120 celsius, time 8 hour. Product: C1(CC1)C1=C(C(=NO1)C1=C(C=CC=C1)OC(F)F)COC1CC2CCC(C1)N2C2=C(C=C(C=C2)C=2N=NNN2)F (5-cyclopropyl-3-(2-(difluoromethoxy)phenyl)-4-(((8-(2-fluoro-4-(2H-tetrazol-5-yl)phenyl)-8-azabicyclo[3.2.1]octan-3-yl)oxy)methyl)isoxazole). The reactants are [N-]=[N+]=[N-].[Na+] (sodium azide), [Cl-].[NH4+] (ammonium chloride), C1(CC1)C1=C(C(=NO1)C1=C(C=CC=C1)OC(F)F)COC1CC2CCC(C1)N2C2=C(C=C(C#N)C=C2)F (4-(3-((5-cyclopropyl-3-(2-(difluoromethoxy)phenyl)isoxazol-4-yl)methoxy)-8-azabicyclo[3.2.1]octan-8-yl)-3-fluorobenzonitrile). Reactants: COC(\C=C\C1CC1)=O ((E)-3-cyclopropyl-acrylic acid methyl ester), C(=O)(C(F)(F)F)O (TFA), C(C1=CC=CC=C1)N(COC)C[Si](C)(C)C (N-benzyl-N-(methoxymethyl)trimethyl-silylmethylamine), C1CCCCC1 (cyclohexane). Solvent: C(Cl)Cl (CH2Cl2), C(Cl)Cl (CH2Cl2), C(Cl)Cl (CH2Cl2), C(Cl)Cl (CH2Cl2), C1CCCCC1.CCOC(=O)C (cyclohexane EtOAc). Conditions: time 8 hour. Yields the product COC(=O)C1CN(CC1C1CC1)CC1=CC=CC=C1 ((3RS,4RS)-1-benzyl-4-cyclopropyl-pyrrolidine-3-carboxylic acid methyl ester). Yield: 32.8%. RXN SMILES: [CH2:1]([N:8]([CH2:12][Si](C)(C)C)[CH2:9]OC)[C:2]1[CH:7]=[CH:6][CH:5]=[CH:4][CH:3]=1.[CH3:17][O:18][C:19](=[O:25])/[CH:20]=[CH:21]/[CH:22]1[CH2:24][CH2:23]1.C(O)(C(F)(F)F)=O.C1CCCCC1>C(Cl)Cl.C1CCCCC1.CCOC(C)=O>[CH3:17][O:18][C:19]([CH:20]1[CH:21]([CH:22]2[CH2:24][CH2:23]2)[CH2:9][N:8]([CH2:1][C:2]2[CH:3]=[CH:4][CH:5]=[CH:6][CH:7]=2)[CH2:12]1)=[O:25] |f:5.6|. Reported procedure: 101.1 To a stirred, cooled (0° C.) solution of 3.18 g N-benzyl-N-(methoxymethyl)trimethyl-silylmethylamine (CAS 93102-05-7) in 30 ml CH2Cl2 under an argon atmosphere was added dropwise a solution of 1.69 g (E)-3-cyclopropyl-acrylic acid methyl ester (CAS 59939-11-6; J. Org. Chem. 1990, 55(10), 3097) in 15 ml CH2Cl2 over a period of 20 min. Then a solution of 0.1 ml TFA in 5 ml CH2Cl2 was added dropwise within 10 min. When addition was complete, the mixture (slowly warming up to room temperature)...